Dataset: the Open Reaction Database (ORD), a public repository of structured organic reaction records. Task: describe an organic reaction: reactants, conditions, products, and yield Starting materials: CCNC(=O)Nc1cc(-c2nc(C(F)(F)F)cs2)c(-c2ccc3c(c2)c(=O)c(C(=O)OCC)cn3C(CO)CC(C)C)cn1, CCO, CN. Yields the product CCNC(=O)Nc1cc(-c2nc(C(F)(F)F)cs2)c(-c2ccc3c(c2)c(=O)c(C(=O)NC)cn3C(CO)CC(C)C)cn1. RXN SMILES: [CH2:1]([CH3:2])[NH:3][C:4]([NH:5][c:6]1[cH:7][c:8](-[c:35]2[s:36][cH:37][c:38]([C:40]([F:41])([F:42])[F:43])[n:39]2)[c:9](-[c:12]2[cH:13][c:14]3[c:15](=[O:34])[c:16]([C:29]([O:31][CH2:30][CH3:32])=[O:33])[cH:17][n:18]([CH:22]([CH2:23][OH:24])[CH2:25][CH:26]([CH3:27])[CH3:28])[c:19]3[cH:20][cH:21]2)[cH:10][n:11]1)=[O:44].[CH3:45][CH2:46][OH:47].[CH3:48][NH2:49]>>[CH2:1]([CH3:2])[NH:3][C:4]([NH:5][c:6]1[cH:7][c:8](-[c:35]2[s:36][cH:37][c:38]([C:40]([F:41])([F:42])[F:43])[n:39]2)[c:9](-[c:12]2[cH:13][c:14]3[c:15](=[O:34])[c:16]([C:29](=[O:31])[NH:49][CH3:48])[cH:17][n:18]([CH:22]([CH2:23][OH:24])[CH2:25][CH:26]([CH3:27])[CH3:28])[c:19]3[cH:20][cH:21]2)[cH:10][n:11]1)=[O:44]. Reactants: C(C(C)C)(=O)NC1=NC(N([C@H]2C[C@H](O)[C@@H](CO)O2)C=C1)=O ((N4 -isobutyryl)-2'-deoxycytidine), COC1=CC=C(C(C2=CC=C(C=C2)OC)(C2=CC=CC=C2)Cl)C=C1 (4,4'-dimethoxy trityl chloride), CO (methanol). Run in N1=CC=CC=C1 (pyridine), N1=CC=CC=C1 (pyridine), N1=CC=CC=C1 (pyridine). Run at temperature 0 celsius, time 17 hour. Product: C(C(C)C)(=O)NC1=NC(N([C@H]2C[C@H](O)[C@@H](C(O)C(C3=CC=C(C=C3)OC)(C3=CC=C(C=C3)OC)C3=CC=CC=C3)O2)C=C1)=O ((N4 -isobutyryl)-5'-(4,4'-dimethoxytrityl)-2'-deoxycytidine). RXN SMILES: [C:1]([NH:6][C:7]1[CH:20]=[CH:19][N:10]([C@@H:11]2[O:18][C@H:15]([CH2:16][OH:17])[C@@H:13]([OH:14])[CH2:12]2)[C:9](=[O:21])[N:8]=1)(=[O:5])[CH:2]([CH3:4])[CH3:3].[CH3:22][O:23][C:24]1[CH:45]=[CH:44][C:27]([C:28](Cl)([C:37]2[CH:42]=[CH:41][CH:40]=[CH:39][CH:38]=2)[C:29]2[CH:34]=[CH:33][C:32]([O:35][CH3:36])=[CH:31][CH:30]=2)=[CH:26][CH:25]=1.CO>N1C=CC=CC=1>[C:1]([NH:6][C:7]1[CH:20]=[CH:19][N:10]([C@@H:11]2[O:18][C@H:15]([CH:16]([C:28]([C:37]3[CH:42]=[CH:41][CH:40]=[CH:39][CH:38]=3)([C:29]3[CH:34]=[CH:33][C:32]([O:35][CH3:36])=[CH:31][CH:30]=3)[C:27]3[CH:26]=[CH:25][C:24]([O:23][CH3:22])=[CH:45][CH:44]=3)[OH:17])[C@@H:13]([OH:14])[CH2:12]2)[C:9](=[O:21])[N:8]=1)(=[O:5])[CH:2]([CH3:4])[CH3:3]. Procedure: 2.5 mmol of compound 5 are dried by successive additions and evaporations of anhydrous pyridine. There is taking up with 25 ml of pyridine, cooling to 0° C. and the addition of 2.75 mmol (1.1 equivalent) of 4,4'-dimethoxy trityl chloride in 25 ml of pyridine at 0° C. The reaction is allowed to continue for 17 hours at 5° C. and then 2 ml of methanol are added to the reaction medium. After 30 minutes, the solvent is expelled with the rotary evaporator and the oily residue taken up by 100 ml of et... Starting materials: O[C@@H](CN1N(C(C(=C1C)C(=O)OCC1=CC=CC=C1)=O)C1=CC=CC=C1)C ((R)-benzyl 1-(2-hydroxypropyl)-5-methyl-3-oxo-2-phenyl-2,3-dihydro-1H-pyrazole-4-carboxylate), C(=O)(OC(C)(C)C)NCC(=O)O (Boc-glycine), CCN=C=NCCCN(C)C (EDCI). Reagents/catalysts: CN(C)C=1C=CN=CC1 (DMAP). The solvent is C(Cl)Cl (CH2Cl2). Conditions: time 3 hour. Yields the product C(C)(C)(C)OC(=O)NCC(=O)O[C@@H](CN1N(C(C(=C1C)C(=O)OCC1=CC=CC=C1)=O)C1=CC=CC=C1)C ((R)-benzyl 1-(2-(2-(tert-butoxycarbonylamino)acetoxy)propyl)-5-methyl-3-oxo-2-phenyl-2,3-dihydro-1H-pyrazole-4-carboxylate). The yield is 105.3%. RXN SMILES: [OH:1][C@H:2]([CH3:27])[CH2:3][N:4]1[C:8]([CH3:9])=[C:7]([C:10]([O:12][CH2:13][C:14]2[CH:19]=[CH:18][CH:17]=[CH:16][CH:15]=2)=[O:11])[C:6](=[O:20])[N:5]1[C:21]1[CH:26]=[CH:25][CH:24]=[CH:23][CH:22]=1.[C:28]([NH:35][CH2:36][C:37](O)=[O:38])([O:30][C:31]([CH3:34])([CH3:33])[CH3:32])=[O:29].CCN=C=NCCCN(C)C>CN(C1C=CN=CC=1)C.C(Cl)Cl>[C:31]([O:30][C:28]([NH:35][CH2:36][C:37]([O:1][C@H:2]([CH3:27])[CH2:3][N:4]1[C:8]([CH3:9])=[C:7]([C:10]([O:12][CH2:13][C:14]2[CH:15]=[CH:16][CH:17]=[CH:18][CH:19]=2)=[O:11])[C:6](=[O:20])[N:5]1[C:21]1[CH:22]=[CH:23][CH:24]=[CH:25][CH:26]=1)=[O:38])=[O:29])([CH3:34])([CH3:33])[CH3:32]. Reported procedure: To a solution of (R)-benzyl 1-(2-hydroxypropyl)-5-methyl-3-oxo-2-phenyl-2,3-dihydro-1H-pyrazole-4-carboxylate (500 mg, 1.36 mmol), Boc-glycine (263 mg, 1.50 mmol), DMAP (17 mg, 0.136 mmol) in dry CH2Cl2 (5 mL) was added EDCI (417 mg, 2.18 mmol). The mixture reaction was stirred for 3 h at rt. TLC analysis showed that the starting material was consumed completely. The organic layer was then washed with water (3 mL×2), aqueous NaH2PO4 (3 mL×2, 2N) and water (3 mL×2). The organic phase was dried ov... Reactants: Cl.COC([C@@H](NC(C1=C(C=C(C=C1)N)C1=CC=CC=C1)=O)CCSC)=O ((4-Amino-2-phenylbenzoyl)methionine methyl ester hydrochloride), N1=CC(=CC=C1)C=O (3-pyridinecarboxaldehyde), C(#N)[BH3-].[Na+] (sodium cyanoborohydride). Run in C(C)(=O)O (acetic acid), CO (methanol). Reaction conditions: time 10 minute. The product is COC([C@@H](NC(C1=C(C=C(C=C1)NCC=1C=NC=CC1)C1=CC=CC=C1)=O)CCSC)=O ([4-(3-pyridylmethylamino)-2-phenylbenzoyl]methionine methyl ester). Reaction SMILES: Cl.[CH3:2][O:3][C:4](=[O:26])[C@H:5]([CH2:22][CH2:23][S:24][CH3:25])[NH:6][C:7](=[O:21])[C:8]1[CH:13]=[CH:12][C:11]([NH2:14])=[CH:10][C:9]=1[C:15]1[CH:20]=[CH:19][CH:18]=[CH:17][CH:16]=1.[N:27]1[CH:32]=[CH:31][CH:30]=[C:29]([CH:33]=O)[CH:28]=1.C([BH3-])#N.[Na+]>C(O)(=O)C.CO>[CH3:2][O:3][C:4](=[O:26])[C@H:5]([CH2:22][CH2:23][S:24][CH3:25])[NH:6][C:7](=[O:21])[C:8]1[CH:13]=[CH:12][C:11]([NH:14][CH2:33][C:29]2[CH:28]=[N:27][CH:32]=[CH:31][CH:30]=2)=[CH:10][C:9]=1[C:15]1[CH:16]=[CH:17][CH:18]=[CH:19][CH:20]=1 |f:0.1,3.4|. Procedure details: (4-Amino-2-phenylbenzoyl)methionine methyl ester hydrochloride (5.0 g, 12.7 mmol), prepared as in Example 192B, and 3-pyridinecarboxaldehyde (1.25 mL, 13.3 mmol) were dissolved in 100 mL 1% acetic acid in methanol. After 10 minutes, sodium cyanoborohydride (0.95 g, 15.9 mmol) was added. After stirring at room temperature 18 hours, the reaction mixture was evaporated and partitioned between 5% NaHCO3 and ethyl acetate. The organic layer was washed with 5% NaHCO3 and brine, dried over Na2SO4, and ... Reactants: O (water), BrCCCCBr (1.4-dibromobutane), C([O-])([O-])=O.[K+].[K+] (potassium carbonate), OC1=CC2=C(N=C(S2)SC2=CC=C(C=C2)Cl)C=C1 (6-hydroxy-2-(4-chlorophenylmercapto)-benzothiazole). Run in CN(C=O)C (dimethylformamide). Run at time 20 hour. Yields the product BrCCCCOC1=CC2=C(N=C(S2)SC2=CC=C(C=C2)Cl)C=C1 (6-(4-Bromobutyloxy)-2-(4-chlorophenylmercapto)-benzothiazole). Reaction SMILES: [OH:1][C:2]1[CH:18]=[CH:17][C:5]2[N:6]=[C:7]([S:9][C:10]3[CH:15]=[CH:14][C:13]([Cl:16])=[CH:12][CH:11]=3)[S:8][C:4]=2[CH:3]=1.[Br:19][CH2:20][CH2:21][CH2:22][CH2:23]Br.C(=O)([O-])[O-].[K+].[K+].O>CN(C)C=O>[Br:19][CH2:20][CH2:21][CH2:22][CH2:23][O:1][C:2]1[CH:18]=[CH:17][C:5]2[N:6]=[C:7]([S:9][C:10]3[CH:11]=[CH:12][C:13]([Cl:16])=[CH:14][CH:15]=3)[S:8][C:4]=2[CH:3]=1 |f:2.3.4|. Procedure details: 0.74 g (2.5 mmol) of 6-hydroxy-2-(4-chlorophenylmercapto)-benzothiazole are dissolved in 20 ml of dimethylformamide and after the addition of 2.16 g (10 mmol) of 1.4-dibromobutane and 2.07 g (15 mmol) of potassium carbonate the resulting mixture is stirred for 20 hours at ambient temperature. The mixture is then added to water and extracted with ethyl acetate. The extracts are dried and evaporated down. The evaporation residue is purified by column chromatography on silica gel (eluant: petroleum... The reactants are O (water), FC1=CC=C(C=C1)CC(=O)Cl (2-(4-fluorophenyl)acetyl chloride), NC(C(=O)OCC)=NO (ethyl 2-amino-2-(hydroxyimino)acetate), C(C)(C)N(C(C)C)CC (N,N diisopropylethylamine). The solvent is ClCCl (dichloromethane). Reaction conditions: time 8 hour. The product is FC1=CC=C(CC2=NC(=NO2)C(=O)OCC)C=C1 (ethyl 5-(4-fluorobenzyl)-1,2,4-oxadiazole-3-carboxylate). The yield is 33.3%. RXN SMILES: [F:1][C:2]1[CH:7]=[CH:6][C:5]([CH2:8][C:9](Cl)=[O:10])=[CH:4][CH:3]=1.[NH2:12][C:13](=[N:19]O)[C:14]([O:16][CH2:17][CH3:18])=[O:15].C(N(CC)C(C)C)(C)C.O>ClCCl>[F:1][C:2]1[CH:7]=[CH:6][C:5]([CH2:8][C:9]2[O:10][N:19]=[C:13]([C:14]([O:16][CH2:17][CH3:18])=[O:15])[N:12]=2)=[CH:4][CH:3]=1. Procedure details: 2-(4-fluorophenyl)acetyl chloride (0.518 mL; 3.78 mmol) was added to a mixture of ethyl 2-amino-2-(hydroxyimino)acetate (0.5 g; 3.78 mmol) and N,N diisopropylethylamine (1.05 mL; 6.06 mmol) in dichloromethane (15 mL) at −15° C. The reaction mixture was stirred at room temperature overnight and poured into a mixture of ice and water. The formed precipitate was filtered off, suspended in pyridine (18 mL) and refluxed in a sealed tube for 20 h and concentrated under reduced pressure. The crude mate... The reactants are CCO (EtOH), C1(=CCCCC1)B(O)O (cyclohex-1-enylboronic acid), C(=O)([O-])[O-].[Na+].[Na+] (Na2CO3), CNS(=O)(=O)CCC1=CC(=C(C=C1)N)Br (2-(4-amino-3-bromo-phenyl)-ethanesulfonic acid methylamide). Reagents/catalysts: C=1C=CC(=CC1)[P](C=2C=CC=CC2)(C=3C=CC=CC3)[Pd]([P](C=4C=CC=CC4)(C=5C=CC=CC5)C=6C=CC=CC6)([P](C=7C=CC=CC7)(C=8C=CC=CC8)C=9C=CC=CC9)[P](C=1C=CC=CC1)(C=1C=CC=CC1)C=1C=CC=CC1 (Pd(PPh3)4). The solvent is C1(=CC=CC=C1)C (toluene), CCOC(=O)C (EtOAc). Reaction conditions: temperature 80 celsius. The product is CNS(=O)(=O)CCC1=CC(=C(C=C1)N)C1=CCCCC1 (2-(4-Amino-3-cyclohex-1-enyl-phenyl)-ethanesulfonic acid methylamide). The yield is 69.2%. RXN SMILES: [CH3:1][NH:2][S:3]([CH2:6][CH2:7][C:8]1[CH:13]=[CH:12][C:11]([NH2:14])=[C:10](Br)[CH:9]=1)(=[O:5])=[O:4].CCO.[C:19]1(B(O)O)[CH2:24][CH2:23][CH2:22][CH2:21][CH:20]=1.C([O-])([O-])=O.[Na+].[Na+]>C1(C)C=CC=CC=1.CCOC(C)=O.C1C=CC([P]([Pd]([P](C2C=CC=CC=2)(C2C=CC=CC=2)C2C=CC=CC=2)([P](C2C=CC=CC=2)(C2C=CC=CC=2)C2C=CC=CC=2)[P](C2C=CC=CC=2)(C2C=CC=CC=2)C2C=CC=CC=2)(C2C=CC=CC=2)C2C=CC=CC=2)=CC=1>[CH3:1][NH:2][S:3]([CH2:6][CH2:7][C:8]1[CH:13]=[CH:12][C:11]([NH2:14])=[C:10]([C:19]2[CH2:24][CH2:23][CH2:22][CH2:21][CH:20]=2)[CH:9]=1)(=[O:5])=[O:4] |f:3.4.5,^1:50,52,71,90|. Reported procedure: A solution of 177 mg (0.604 mmol) of 2-(4-amino-3-bromo-phenyl)-ethanesulfonic acid methylamide (as prepared in the previous step) in toluene (5 mL) and EtOH (2.5 mL) was treated with 83.7 mg (0.664 mmol) of cyclohex-1-enylboronic acid and 2.40 mL (4.83 mmol) of 2.0 M aqueous Na2CO3. The mixture was degassed via sonication, placed under Ar, treated with 67.3 mg (0.0604 mmol) of Pd(PPh3)4, and heated to 80° C. for 19 h. The mixture was diluted with EtOAc (15 mL) and washed with water (1×10 mL). T... Reactants: CN(C(=O)N[C@@H](CC1=CC=CC=C1)C(=O)N([C@@H](CC1=CNC=N1)C(=O)N[C@@H](CC1CCCCC1)[C@H](CCC(C)C)O)C)CCN(C)C(=O)N1CCSCC1 ((2S,3S)-2-[Nα -[N-[N-methyl-N-{2-(N-thiomorpholinocarbonyl-N-methylamino)ethyl}aminocarbonyl]-L-phenylalanyl]-Nα -methyl-L-histidyl]amino-1-cyclohexyl-3-hydroxy-6-methylheptane), Cl (hydrogen chloride). Solvent: C(C)O (ethanol), C(C)(=O)OCC (ethyl acetate). Run at time 10 minute. Yields the product Cl.CN(C(=O)N[C@@H](CC1=CC=CC=C1)C(=O)N([C@@H](CC1=CNC=N1)C(=O)N[C@@H](CC1CCCCC1)[C@H](CCC(C)C)O)C)CCN(C)C(=O)N1CCSCC1 ((2S,3S)-2-[Nα -[N-[N-methyl-{2-(N-thiomorpholinocarbonyl-N-methylamino)ethyl}aminocarbonyl]-L-phenylalanyl]-Nα -methyl-L-histidyl]amino-1-cyclohexyl-3-hydroxy-6-methylheptane hydrochloride). RXN SMILES: [CH3:1][N:2]([CH2:43][CH2:44][N:45]([C:47]([N:49]1[CH2:54][CH2:53][S:52][CH2:51][CH2:50]1)=[O:48])[CH3:46])[C:3]([NH:5][C@H:6]([C:14]([N:16]([CH3:42])[C@H:17]([C:24]([NH:26][C@H:27]([C@@H:35]([OH:41])[CH2:36][CH2:37][CH:38]([CH3:40])[CH3:39])[CH2:28][CH:29]1[CH2:34][CH2:33][CH2:32][CH2:31][CH2:30]1)=[O:25])[CH2:18][C:19]1[N:23]=[CH:22][NH:21][CH:20]=1)=[O:15])[CH2:7][C:8]1[CH:13]=[CH:12][CH:11]=[CH:10][CH:9]=1)=[O:4].[ClH:55]>C(O)C.C(OCC)(=O)C>[ClH:55].[CH3:1][N:2]([CH2:43][CH2:44][N:45]([C:47]([N:49]1[CH2:54][CH2:53][S:52][CH2:51][CH2:50]1)=[O:48])[CH3:46])[C:3]([NH:5][C@H:6]([C:14]([N:16]([CH3:42])[C@H:17]([C:24]([NH:26][C@H:27]([C@@H:35]([OH:41])[CH2:36][CH2:37][CH:38]([CH3:40])[CH3:39])[CH2:28][CH:29]1[CH2:30][CH2:31][CH2:32][CH2:33][CH2:34]1)=[O:25])[CH2:18][C:19]1[N:23]=[CH:22][NH:21][CH:20]=1)=[O:15])[CH2:7][C:8]1[CH:9]=[CH:10][CH:11]=[CH:12][CH:13]=1)=[O:4] |f:4.5|. Procedure details: To a solution of (2S,3S)-2-[Nα -[N-[N-methyl-N-{2-(N-thiomorpholinocarbonyl-N-methylamino)ethyl}aminocarbonyl]-L-phenylalanyl]-Nα -methyl-L-histidyl]amino-1-cyclohexyl-3-hydroxy-6-methylheptane (300 mg) in ethanol (3 ml), which was cooled to 0° C., was added a solution of 4M hydrogen chloride in ethyl acetate (0.100 ml). After being stirred at the same temperature for 10 minutes, the solution was concentrated in vacuo to give (2S,3S)-2-[Nα -[N-[N-methyl-{2-(N-thiomorpholinocarbonyl-N-methylamino... Starting materials: NC=1C=C2C(=CNC2=CC1)C1CCN(CC1)C (5-amino-3-(1-methyl-piperidin-4-yl)-1H-indole), C(CC)N=C=O (propyl isocyanate). Yields the product C(CC)NC(=O)NC=1C=C2C(=CNC2=CC1)C1CCN(CC1)C (N-Propyl-N'-(3-(1-methylpiperidin-4-yl)-1H-indol-5-yl)urea). As a reaction SMILES: [NH2:1][C:2]1[CH:3]=[C:4]2[C:8](=[CH:9][CH:10]=1)[NH:7][CH:6]=[C:5]2[CH:11]1[CH2:16][CH2:15][N:14]([CH3:17])[CH2:13][CH2:12]1.[CH2:18]([N:21]=[C:22]=[O:23])[CH2:19][CH3:20]>>[CH2:18]([NH:21][C:22]([NH:1][C:2]1[CH:3]=[C:4]2[C:8](=[CH:9][CH:10]=1)[NH:7][CH:6]=[C:5]2[CH:11]1[CH2:16][CH2:15][N:14]([CH3:17])[CH2:13][CH2:12]1)=[O:23])[CH2:19][CH3:20]. Procedure details: Beginning with 15.0 mg 0.0655 mMol) 5-amino-3-(1-methyl-piperidin-4-yl)-1H-indole and 11.1 mg (0.131 mMol) propyl isocyanate, 5.8 mg of the title compound were recovered.